Dataset: the Open Reaction Database (ORD), a public repository of structured organic reaction records. Task: describe an organic reaction: reactants, conditions, products, and yield Reactants: Cl.FC(C=1C=CC(=NC1)N[C@@H]1[C@H](CCC1)N)(F)F ((1S,2S)-1-N-[5-(trifluoromethyl)pyridin-2-yl]cyclopentane-1,2-diamine hydrochloride), Cl.FC(C=1C=CC(=NC1)N[C@@H]1[C@H](CCC1)N)(F)F ((1S,2S)-1-N-[5-(trifluoromethyl)pyridin-2-yl]cyclopentane-1,2-diamine hydrochloride), FC1=C(C(=O)O)C(=CC=C1)N1N=CC=N1 (2-fluoro-6-(2H-1,2,3-triazol-2-yl)benzoic acid), CCN(C(C)C)C(C)C (DIPEA), N1=NN(C2=NC=CC=C21)O (3H-[1,2,3]triazolo[4,5-b]pyridin-3-ol), C(CCl)Cl (EDC). Run in C(Cl)Cl (DCM). Conditions: time 17 hour. Yields the product FC1=C(C(=O)N[C@@H]2[C@H](CCC2)NC2=NC=C(C=C2)C(F)(F)F)C(=CC=C1)N1N=CC=N1 (2-Fluoro-6-(2H-1,2,3-triazol-2-yl)-N-[(1S,2S)-2-{[5-(trifluoromethyl)pyridin-2-yl]amino}cyclopentyl]benzamide). Reaction SMILES: Cl.[F:2][C:3]([F:18])([F:17])[C:4]1[CH:5]=[CH:6][C:7]([NH:10][C@H:11]2[CH2:15][CH2:14][CH2:13][C@@H:12]2[NH2:16])=[N:8][CH:9]=1.[F:19][C:20]1[CH:28]=[CH:27][CH:26]=[C:25]([N:29]2[N:33]=[CH:32][CH:31]=[N:30]2)[C:21]=1[C:22](O)=[O:23].CCN(C(C)C)C(C)C.N1C2C(=NC=CC=2)N(O)N=1.C(Cl)CCl>C(Cl)Cl>[F:19][C:20]1[CH:28]=[CH:27][CH:26]=[C:25]([N:29]2[N:33]=[CH:32][CH:31]=[N:30]2)[C:21]=1[C:22]([NH:16][C@H:12]1[CH2:13][CH2:14][CH2:15][C@@H:11]1[NH:10][C:7]1[CH:6]=[CH:5][C:4]([C:3]([F:2])([F:17])[F:18])=[CH:9][N:8]=1)=[O:23] |f:0.1|. Procedure: To a solution of (1S,2S)-1-N-[5-(trifluoromethyl)pyridin-2-yl]cyclopentane-1,2-diamine hydrochloride (Intermediate 1; 1.09 g, 3.87 mmol) in DCM (13 ml) was added 2-fluoro-6-(2H-1,2,3-triazol-2-yl)benzoic acid (CAS number 1186050-58-7; 0.802 g, 3.87 mmol), DIPEA (2.027 ml, 11.61 mmol), 3H-[1,2,3]triazolo[4,5-b]pyridin-3-ol (0.579 g, 4.26 mmol) and EDC (0.816 g, 4.26 mmol). The reaction was stirred at room temperature for 17 hours and was then partitioned between DCM and a saturated solution of so... Reactants: CC(=O)[O-], CC#N, CC(C)n1nccc1B1OC(C)(C)C(C)(C)O1, ClCCl, COC(=O)c1ccc2c(c1)-c1nc(I)cn1CCO2, [K+], O. The product is COC(=O)c1ccc2c(c1)-c1nc(-c3ccnn3C(C)C)cn1CCO2. Reaction SMILES: [CH3:41][C:42](=[O:43])[O-:44].[CH3:45][C:46]#[N:47].[CH:20]([CH3:21])([CH3:22])[n:23]1[n:24][cH:25][cH:26][c:27]1[B:28]1[O:29][C:30]([CH3:31])([CH3:32])[C:33]([CH3:34])([CH3:35])[O:36]1.[Cl:37][CH2:38][Cl:39].[I:1][c:2]1[n:3][c:4]2[n:5]([cH:19]1)[CH2:6][CH2:7][O:8][c:9]1[c:10]-2[cH:11][c:12]([C:15](=[O:16])[O:17][CH3:18])[cH:13][cH:14]1.[K+:40].[OH2:48]>>[c:2]1(-[c:27]2[n:23]([CH:20]([CH3:21])[CH3:22])[n:24][cH:25][cH:26]2)[n:3][c:4]2[n:5]([cH:19]1)[CH2:6][CH2:7][O:8][c:9]1[c:10]-2[cH:11][c:12]([C:15](=[O:16])[O:17][CH3:18])[cH:13][cH:14]1. Starting materials: S(O)(O)(=O)=O (sulfuric acid), CC1=C(C(O)=CC(=C1)C)O (3,5-dimethylcatechol). The product is CC1=C(O)C(=CC(=C1)O)C (2,6-dimethylhydroquinone). RXN SMILES: S(=O)(=O)(O)[OH:2].[CH3:6][C:7]1[CH:13]=[C:12]([CH3:14])[CH:11]=[C:9]([OH:10])[C:8]=1O>>[CH3:6][C:7]1[CH:8]=[C:9]([OH:10])[CH:11]=[C:12]([CH3:14])[C:13]=1[OH:2]. Reported procedure: By following in the same manner as in Example 56 except that 0.11 g. of strong acidic sulfontype ion exchange resin Amberlyst 15 (manufactured by Rohm and Hass Co.) was used instead of sulfuric acid, 2.55 g. (18.5 m.moles) of 3,5-dimethylcatechol and 1.26 g. (9.1 m.moles) of 2,6-dimethylhydroquinone were obtained. The yield of dihydric alkylphenols was 65.6%. Starting materials: N(CC(=O)N[C@@H](CC(C)C)C(=O)N[C@@H](C)C(=O)OCC1=CC=CC=C1)C(=O)OC(C)(C)C (Boc-Gly-Leu-Ala-OBzl), Cl (hydrogen chloride), FC(C(=O)O)(F)F (trifluoroacetic acid), N[C@@H](CC(C)C)C(=O)N[C@@H](C)C(=O)OCC1=CC=CC=C1 (H-Leu-Ala-OBzl), FC(C(=O)[O-])(F)F (trifluoroacetate). The solvent is C(C)(=O)OCC (ethyl acetate), CCOCC (ether). Yields the product NCC(=O)N[C@@H](CC(C)C)C(=O)N[C@@H](C)C(=O)OCC1=CC=CC=C1 (H-Gly-Leu-Ala-OBzl). RXN SMILES: [NH:1](C(OC(C)(C)C)=O)[CH2:2][C:3]([NH:5][C@H:6]([C:11]([NH:13][C@H:14]([C:16]([O:18][CH2:19][C:20]1[CH:25]=[CH:24][CH:23]=[CH:22][CH:21]=1)=[O:17])[CH3:15])=[O:12])[CH2:7][CH:8]([CH3:10])[CH3:9])=[O:4].FC(F)(F)C(O)=O.N[C@H](C(N[C@H](C(OCC1C=CC=CC=1)=O)C)=O)CC(C)C.FC(F)(F)C([O-])=O.Cl>CCOCC.C(OCC)(=O)C>[NH2:1][CH2:2][C:3]([NH:5][C@H:6]([C:11]([NH:13][C@H:14]([C:16]([O:18][CH2:19][C:20]1[CH:21]=[CH:22][CH:23]=[CH:24][CH:25]=1)=[O:17])[CH3:15])=[O:12])[CH2:7][CH:8]([CH3:10])[CH3:9])=[O:4]. Procedure details: Boc-Gly-Leu-Ala-OBzl was prepared by coupling Boc-Gly-OH (5.70 g, 32.6 mmoles) to H-Leu-Ala-OBzl using the mixed anhydride procedure described in Example 2. The product (13.8 g) was obtained as an amorphous solid. Boc-Gly-Leu-Ala-OBzl was deblocked with trifluoroacetic acid by the procedure described for the preparation of H-Leu-Ala-OBzl except that the trifluoroacetate salt was soluble in ether. The preparation was dissolved in ethyl acetate and treated with anhydrous hydrogen chloride. The res... The reactants are CC(=O)c1ccc2c(c1)C(=C(O)c1cnccn1)C(=O)N2C(C)=O, ClC(Cl)(Cl)Cl, C1COCCO1, c1ccc(P(c2ccccc2)c2ccccc2)cc1. Yields the product CC(=O)c1ccc2c(c1)C(=C(Cl)c1cnccn1)C(=O)N2C(C)=O. As a reaction SMILES: [C:1]([CH3:2])(=[O:3])[N:4]1[C:5](=[O:24])[C:6](=[C:16]([OH:17])[c:18]2[n:19][cH:20][cH:21][n:22][cH:23]2)[c:7]2[cH:8][c:9]([C:13]([CH3:14])=[O:15])[cH:10][cH:11][c:12]21.[C:25]([Cl:26])([Cl:27])([Cl:28])[Cl:29].[O:49]1[CH2:50][CH2:51][O:52][CH2:53][CH2:54]1.[c:30]1([P:31]([c:32]2[cH:33][cH:34][cH:35][cH:36][cH:37]2)[c:38]2[cH:39][cH:40][cH:41][cH:42][cH:43]2)[cH:44][cH:45][cH:46][cH:47][cH:48]1>>[C:1]([CH3:2])(=[O:3])[N:4]1[C:5](=[O:24])[C:6](=[C:16]([c:18]2[n:19][cH:20][cH:21][n:22][cH:23]2)[Cl:26])[c:7]2[cH:8][c:9]([C:13]([CH3:14])=[O:15])[cH:10][cH:11][c:12]21. Starting materials: CNC(CC1=C(C=CC=C1F)F)=O (2,6-difluorophenylacetic acid methylamide), F[B-](F)(F)F.C(C)[O+](CC)CC (triethyloxonium tetrafluoroborate). Solvent: ClCCl (dichloromethane). Run at time 25 hour. Product: C(C)OC(CC1=C(C=CC=C1F)F)=NC (1-ethoxy-2-(2,6-difluorophenyl)-1-(N-methylimino)-ethane). RXN SMILES: [CH3:1][NH:2][C:3](=[O:13])[CH2:4][C:5]1[C:10]([F:11])=[CH:9][CH:8]=[CH:7][C:6]=1[F:12].F[B-](F)(F)F.[CH2:19]([O+](CC)CC)[CH3:20]>ClCCl>[CH2:19]([O:13][C:3](=[N:2][CH3:1])[CH2:4][C:5]1[C:10]([F:11])=[CH:9][CH:8]=[CH:7][C:6]=1[F:12])[CH3:20] |f:1.2|. Procedure: 5.55 g (30 mmol) of 2,6-difluorophenylacetic acid methylamide are dissolved in 70 ml of dichloromethane, 7.4 g (39 mmol) of triethyloxonium tetrafluoroborate are added thereto and the whole is stirred for 25 hours at room temperature. The reaction mixture is then extracted by shaking in succession with cold 2N sodium carbonate solution, ice-water and cold saturated sodium chloride solution, dried over magnesium sulphate and concentrated. A mixture of ether and hexane is added to the residue, the... Reactants: O(C1=CC=CC=C1)C=1C=C(C(=O)O)C=CC1 (3-phenoxybenzoic acid), C(=O)(N1C=NC=C1)N1C=NC=C1 (1,1′-carbonylbis-1H-imidazole), Cl (hydrochloric acid), [Mg+].C(CC(=O)[O-])(=O)OCC (monoethyl malonate magnesium salt). Solvent: O1CCCC1 (tetrahydrofuran), O (water), C(C)(=O)OCC (ethyl acetate). Reaction conditions: time 30 minute. Product: O=C(CC(=O)OCC)C1=CC=C(C=C1)OC1=CC=CC=C1 (ethyl 3-oxo-3-(4-phenoxyphenyl)propionate). The yield is 180.9%. RXN SMILES: [O:1]([C:8]1[CH:9]=[C:10]([CH:14]=[CH:15][CH:16]=1)C(O)=O)[C:2]1[CH:7]=[CH:6][CH:5]=[CH:4][CH:3]=1.C(N1C=CN=C1)(N1C=CN=C1)=O.[Mg+].[C:30]([O:36][CH2:37][CH3:38])(=[O:35])[CH2:31][C:32]([O-])=[O:33].Cl>O1CCCC1.O.C(OCC)(=O)C>[O:33]=[C:32]([C:14]1[CH:15]=[CH:16][C:8]([O:1][C:2]2[CH:3]=[CH:4][CH:5]=[CH:6][CH:7]=2)=[CH:9][CH:10]=1)[CH2:31][C:30]([O:36][CH2:37][CH3:38])=[O:35] |f:2.3|. Procedure details: To a solution of 3-phenoxybenzoic acid (13.5 g, 63.0 mmol) in tetrahydrofuran (150 ml) was added 1,1′-carbonylbis-1H-imidazole (11.2 g, 69.3 mmol), and the mixture was stirred at room temperature for 30 min. To the reaction solution was added monoethyl malonate magnesium salt (10 g, 34.8 mmol) and the mixture was stirred at room temperature for 2 hrs. To the reaction solution were added ethyl acetate (50 ml) and water (50 ml), and conc. hydrochloric acid was added until the pH of the aqueous lay... The reactants are [OH-].[K+] (potassium hydroxide), NS(=O)(=O)C1=C(C=CC=C1)CC(=O)NN (2-(Aminosulfonyl)benzeneacetic acid, hydrazide), C(=S)=S (carbon disulfide). Run in O (water), C(C)O (ethanol). The product is SC1=NN=C(S1)CC1=C(C=CC=C1)S(=O)(=O)N (2-[(5-Mercapto-1,3,4-thiadiazol-2-yl)methyl]benzenesulfonamide). As a reaction SMILES: [NH2:1][S:2]([C:5]1[CH:10]=[CH:9][CH:8]=[CH:7][C:6]=1[CH2:11][C:12]([NH:14][NH2:15])=O)(=[O:4])=[O:3].[OH-].[K+].[C:18](=[S:20])=[S:19]>C(O)C.O>[SH:20][C:18]1[S:19][C:12]([CH2:11][C:6]2[CH:7]=[CH:8][CH:9]=[CH:10][C:5]=2[S:2]([NH2:1])(=[O:4])=[O:3])=[N:14][N:15]=1 |f:1.2|. Procedure details: To a suspension of 22 g of the hydrazide prepared in Example 1 in 175 ml of absolute ethanol was added a solution of 5.4 g of potassium hydroxide in 40 ml of water. After stirring several minutes, 9.2 g of carbon disulfide was added dropwise. The suspension was refluxed 4 hours then concentrated in vacuo. After water (about 200 ml) was added to the residue and the suspension stirred several minutes, the suspension was filtered, and the filtrate was acidified with concentrated hydrochloric acid (...